Task: describe an organic reaction: reactants, conditions, products, and yield. Dataset: the Open Reaction Database (ORD), a public repository of structured organic reaction records As a reaction SMILES: [CH3:1][O:2][C:3]([CH2:5][C:6]1[CH:11]=[CH:10][C:9]([N:12]2[C:16]([S:17][CH2:18][CH2:19][CH3:20])=[C:15]([C:21]([OH:23])=O)[CH:14]=[N:13]2)=[CH:8][CH:7]=1)=[O:4].C(Cl)(=O)C(Cl)=O.[CH:30]1([NH2:36])[CH2:35][CH2:34][CH2:33][CH2:32][CH2:31]1.CCN(C(C)C)C(C)C>C(Cl)Cl.CN(C=O)C.CCOC(C)=O>[CH:30]1([NH:36][C:21]([C:15]2[CH:14]=[N:13][N:12]([C:9]3[CH:8]=[CH:7][C:6]([CH2:5][C:3]([O:2][CH3:1])=[O:4])=[CH:11][CH:10]=3)[C:16]=2[S:17][CH2:18][CH2:19][CH3:20])=[O:23])[CH2:35][CH2:34][CH2:33][CH2:32][CH2:31]1. Procedure: 1-[4-(methoxycarbonylmethyl)phenyl]-5-propylsulfanyl-pyrazole-4-carboxylic acid (Intermediate#35) (220 mg, 0.66 mmol) was dissolved in DCM (5 mL) and 1 drop of DMF added. Oxalyl chloride (176 μL, 1.96 mmol) was added and the mixture stiffed at ambient temperature for 3 h. Volatiles were removed by evaporation under reduced pressure and the resulting gum re-dissolved in DCM (2 mL) and added at ambient temperature to a solution of cyclohexylamine (66 mg, 0.66 mmol) and DIPEA (230 μL, 1.32 mmol) in... Run at time 3 hour. The reactants are C1(CCCCC1)N (cyclohexylamine), CCN(C(C)C)C(C)C (DIPEA), COC(=O)CC1=CC=C(C=C1)N1N=CC(=C1SCCC)C(=O)O (1-[4-(methoxycarbonylmethyl)phenyl]-5-propylsulfanyl-pyrazole-4-carboxylic acid), C(C(=O)Cl)(=O)Cl (Oxalyl chloride). The reagents and catalysts are CN(C)C=O (DMF). The product is C1(CCCCC1)NC(=O)C=1C=NN(C1SCCC)C1=CC=C(C=C1)CC(=O)OC (methyl 2-[4-[4-(cyclohexylcarbamoyl)-5-propylsulfanyl-pyrazol-1-yl]phenyl]acetate). Solvent: C(Cl)Cl (DCM), CCOC(=O)C (EtOAc), C(Cl)Cl (DCM). Reaction SMILES: [C:1]([CH3:2])(=[O:3])[N:4]1[CH2:5][C:6](=[O:27])[N:7]([CH2:19][c:20]2[cH:21][cH:22][c:23]([F:26])[cH:24][cH:25]2)[CH2:8][CH:9]1[CH2:10][O:11][CH2:12][c:13]1[cH:14][cH:15][cH:16][cH:17][cH:18]1.[C:38]([CH:39]=[P:40]([CH2:41][CH2:42][CH2:43][CH3:44])([CH2:45][CH2:46][CH2:47][CH3:48])[CH2:49][CH2:50][CH2:51][CH3:52])#[N:53].[CH3:54][CH2:55][OH:56].[H:28][H:29].[S:30]1(=[O:36])(=[O:37])[NH:31][CH2:32][CH2:33][CH2:34][CH2:35]1.[cH:57]1[cH:58][cH:59][cH:60][cH:61][cH:62]1>>[C:1]([CH3:2])(=[O:3])[N:4]1[CH2:5][C:6](=[O:27])[N:7]([CH2:19][c:20]2[cH:21][cH:22][c:23]([F:26])[cH:24][cH:25]2)[CH2:8][CH:9]1[CH2:10][N:31]1[S:30](=[O:36])(=[O:37])[CH2:35][CH2:34][CH2:33][CH2:32]1. Starting materials: CC(=O)N1CC(=O)N(Cc2ccc(F)cc2)CC1COCc1ccccc1, CCCCP(=CC#N)(CCCC)CCCC, CCO, [H][H], O=S1(=O)CCCCN1, c1ccccc1. Yields the product CC(=O)N1CC(=O)N(Cc2ccc(F)cc2)CC1CN1CCCCS1(=O)=O.